Dataset: the Open Reaction Database (ORD), a public repository of structured organic reaction records. Task: describe an organic reaction: reactants, conditions, products, and yield Reactants: OC=1C=C(C=C(C1)C(F)(F)F)CC(=O)O ([3-hydroxy-5-(trifluoromethyl)phenyl]acetic acid), ClC1=C(C#N)C=C(C=C1)S(=O)(=O)C1=CC=CC=C1 (2-chloro-5-(phenylsulfonyl)benzonitrile). Yields the product C(#N)C1=C(OC=2C=C(C=C(C2)C(F)(F)F)CC(=O)O)C=CC(=C1)S(=O)(=O)C1=CC=CC=C1 ([3-[2-cyano-4-(phenylsulfonyl)phenoxy]-5-(trifluoromethyl)phenyl]acetic acid). As a reaction SMILES: [OH:1][C:2]1[CH:3]=[C:4]([CH2:12][C:13]([OH:15])=[O:14])[CH:5]=[C:6]([C:8]([F:11])([F:10])[F:9])[CH:7]=1.Cl[C:17]1[CH:24]=[CH:23][C:22]([S:25]([C:28]2[CH:33]=[CH:32][CH:31]=[CH:30][CH:29]=2)(=[O:27])=[O:26])=[CH:21][C:18]=1[C:19]#[N:20]>>[C:19]([C:18]1[CH:21]=[C:22]([S:25]([C:28]2[CH:33]=[CH:32][CH:31]=[CH:30][CH:29]=2)(=[O:26])=[O:27])[CH:23]=[CH:24][C:17]=1[O:1][C:2]1[CH:3]=[C:4]([CH2:12][C:13]([OH:15])=[O:14])[CH:5]=[C:6]([C:8]([F:9])([F:10])[F:11])[CH:7]=1)#[N:20]. Reported procedure: The title compound was prepared as described in example 2 step (iii) but instead using the product from example 25 step (iv) and the product from example 44 step (i). Reactants: O1C(=CC=C1)C1=NC(=NC(=C1I)S(=O)C)N (4-furan-2-yl-5-iodo-6-methanesulfinyl-pyrimidin-2-yl-amine), C(C)O (ethanol), C1CCC2=NCCCN2CC1 (DBU). Run in C1CCOC1 (THF). Yields the product C(C)OC1=NC(=NC(=C1I)C=1OC=CC1)N (4-Ethoxy-6-furan-2-yl-5-iodo-pyrimidin-2-yl-amine). RXN SMILES: [O:1]1[CH:5]=[CH:4][CH:3]=[C:2]1[C:6]1[C:11]([I:12])=[C:10](S(C)=O)[N:9]=[C:8]([NH2:16])[N:7]=1.[CH2:17]([OH:19])[CH3:18].C1CCN2C(=NCCC2)CC1>C1COCC1>[CH2:17]([O:19][C:10]1[C:11]([I:12])=[C:6]([C:2]2[O:1][CH:5]=[CH:4][CH:3]=2)[N:7]=[C:8]([NH2:16])[N:9]=1)[CH3:18]. Reported procedure: From 4-furan-2-yl-5-iodo-6-methanesulfinyl-pyrimidin-2-yl-amine, ethanol and DBU in THF. ES-MS m/e (%): 332 (M+H+, 100). Reactants: O=C(c1ccc(O)cc1)c1ccc(Br)cc1, C1CCOC1, CC1(C)CC(=O)CC(C)(C)C1, [K+], [K+], O=C([O-])[O-], [Zn]. Product: CC1(C)CC(=C(c2ccc(O)cc2)c2ccc(Br)cc2)CC(C)(C)C1. RXN SMILES: [Br:1][c:2]1[cH:3][cH:4][c:5]([C:8](=[O:9])[c:10]2[cH:11][cH:12][c:13]([OH:16])[cH:14][cH:15]2)[cH:6][cH:7]1.[CH2:34]1[O:35][CH2:36][CH2:37][CH2:38]1.[CH3:17][C:18]1([CH3:27])[CH2:19][C:20](=[O:26])[CH2:21][C:22]([CH3:24])([CH3:25])[CH2:23]1.[K+:28].[K+:29].[O-:30][C:31]([O-:32])=[O:33].[Zn:39]>>[Br:1][c:2]1[cH:3][cH:4][c:5]([C:8]([c:10]2[cH:11][cH:12][c:13]([OH:16])[cH:14][cH:15]2)=[C:20]2[CH2:19][C:18]([CH3:17])([CH3:27])[CH2:23][C:22]([CH3:24])([CH3:25])[CH2:21]2)[cH:6][cH:7]1.